This data is from the Open Reaction Database (ORD), a public repository of structured organic reaction records. The task is: describe an organic reaction: reactants, conditions, products, and yield Starting materials: SCC(=O)OCC (ethyl α-mercaptoacetate), CC(C)([O-])C.[K+] (potassium tert-butoxide), BrCC(C(=O)OC(C)(C)C)=C (tert-butyl 2-bromomethylacrylate). Run in C(C)O (ethanol), C(C)O (ethanol). Reaction conditions: time 10 minute. Yields the product C(C)OC(=O)CSCC(C(=O)OC(C)(C)C)=C (tert-butyl 2-(ethoxycarbonylmethylthiomethyl)acrylate). The yield is 61.5%. Reaction SMILES: [SH:1][CH2:2][C:3]([O:5][CH2:6][CH3:7])=[O:4].CC(C)([O-])C.[K+].Br[CH2:15][C:16](=[CH2:24])[C:17]([O:19][C:20]([CH3:23])([CH3:22])[CH3:21])=[O:18]>C(O)C>[CH2:6]([O:5][C:3]([CH2:2][S:1][CH2:24][C:16](=[CH2:15])[C:17]([O:19][C:20]([CH3:23])([CH3:22])[CH3:21])=[O:18])=[O:4])[CH3:7] |f:1.2|. Procedure details: To a stirred solution of ethyl α-mercaptoacetate (1.6 g) in ethanol (15 ml), potassium tert-butoxide (1.5 g) was added at -10°-0° C. under nitrogen atmosphere, and the mixture was stirred for 10 minutes at room temperature. Under ice-cooling, tert-butyl 2-bromomethylacrylate (2.9 g) dissolved in ethanol (5 ml) was added to the reaction mixture and the mixture was stirred for 1 hour at room temperature. The reaction mixture was concentrated in vacuo and the residue was dissolved in ethyl acetate.... The reactants are B1(OO1)[O-].O.O.O.O.[Na+] (sodium perborate tetrahydrate), O (water), NC1=NN(C(=C1C(=O)OCC)CC1=CC=CC=C1)C (ethyl 3-amino-5-benzyl-1-methyl-1H-pyrazole-4-carboxylate). Solvent: FC(C(=O)O)(F)F (trifluoroacetic acid), FC(C(=O)O)(F)F (trifluoroacetic acid). Reaction conditions: temperature 75 celsius. Yields the product C(C1=CC=CC=C1)C1=C(C(=NN1C)[N+](=O)[O-])C(=O)OCC (ethyl 5-benzyl-1-methyl-3-nitro-1H-pyrazole-4-carboxylate). Reaction SMILES: B1([O-])OO1.[OH2:5].[OH2:6].O.O.[Na+].[NH2:10][C:11]1[C:15]([C:16]([O:18][CH2:19][CH3:20])=[O:17])=[C:14]([CH2:21][C:22]2[CH:27]=[CH:26][CH:25]=[CH:24][CH:23]=2)[N:13]([CH3:28])[N:12]=1.O>FC(F)(F)C(O)=O>[CH2:21]([C:14]1[N:13]([CH3:28])[N:12]=[C:11]([N+:10]([O-:6])=[O:5])[C:15]=1[C:16]([O:18][CH2:19][CH3:20])=[O:17])[C:22]1[CH:27]=[CH:26][CH:25]=[CH:24][CH:23]=1 |f:0.1.2.3.4.5|. Procedure: A mixture of sodium perborate tetrahydrate (95%, 3.12 g, 19.3 mmol) and trifluoroacetic acid (10 mL) was heated to 75° C. To this was added a solution of ethyl 3-amino-5-benzyl-1-methyl-1H-pyrazole-4-carboxylate (prepared according to the method of Y. Xia et al., J. Med. Chem. 1997, 40, 4372-4377; 1.00 g, 3.86 mmol) in trifluoroacetic acid, and the mixture was allowed to react at 75° C. for 2.5 hours. The reaction was then cooled, poured into water and extracted with EtOAc. The combined organic ... As a reaction SMILES: [Cl-:3].[ClH:20].[N+:4]([O-:5])(=[O:6])[c:7]1[cH:8][c:9]2[c:10]([n:11][cH:12]1)[nH:13][c:14]([CH2:16][OH:17])[n:15]2.[NH4+:19].[OH-:18].[OH2:1].[OH2:2]>>[NH2:4][c:7]1[cH:8][c:9]2[c:10]([n:11][cH:12]1)[nH:13][c:14]([CH2:16][OH:17])[n:15]2. Yields the product Nc1cnc2[nH]c(CO)nc2c1. Starting materials: [Cl-], Cl, O=[N+]([O-])c1cnc2[nH]c(CO)nc2c1, [NH4+], [OH-], O, O. Reactants: S1C(=CC=C1)C=O (2-Thiophene aldehyde), C(C)OC(CN)OCC (aminoacetaldehyde diethylacetal), O (water). The solvent is C1(=CC=CC=C1)C (toluene). The product is C(C)OC(CN=CC=1SC=CC1)OCC (2,2-Diethoxy-N-(thiophen-2-ylmethylene)ethanamine). Isolated yield 93.5%. Reaction SMILES: [S:1]1[CH:5]=[CH:4][CH:3]=[C:2]1[CH:6]=O.[CH2:8]([O:10][CH:11]([O:14][CH2:15][CH3:16])[CH2:12][NH2:13])[CH3:9].O>C1(C)C=CC=CC=1>[CH2:8]([O:10][CH:11]([O:14][CH2:15][CH3:16])[CH2:12][N:13]=[CH:6][C:2]1[S:1][CH:5]=[CH:4][CH:3]=1)[CH3:9]. Procedure details: 2-Thiophene aldehyde (62.8 g) and 74.6 g of aminoacetaldehyde diethylacetal were dissolved in 200 mL of toluene and heated to reflux for 6 hours together with dehydration using a Dean-Stark trap. After confirming that a theoretical amount of water was separated, the solvent was evaporated therefrom in vacuo. The concentrated liquid was purified by a vacuum distillation to give 119 g of the objective compound. Starting materials: ClC1=C(C=C(C(=O)C2CCN(CC2)C(=O)OC(C)(C)C)C=C1)C(=O)NCC12CC3CC(CC(C1)C3)C2 (4-[4-chloro-3-[[(tricyclo[3.3.1.13,7]dec-1-ylmethyl)amino]carbonyl]benzoyl]-1-piperidinecarboxylic acid, 1,1-dimethylethyl ester), Cl (hydrochloric acid). Solvent: CO (methanol), O1CCOCC1 (dioxane). Product: Cl.ClC1=C(C(=O)NCC23CC4CC(CC(C2)C4)C3)C=C(C=C1)C(=O)C1CCNCC1 (2-Chloro-5-(4-piperidinylcarbonyl)-N-(tricyclo[3.3.1.13,7]dec-1-ylmethyl)-benzamide, hydrochloride salt). Isolated yield 81.5%. Reaction SMILES: [Cl:1][C:2]1[CH:22]=[CH:21][C:5]([C:6]([CH:8]2[CH2:13][CH2:12][N:11](C(OC(C)(C)C)=O)[CH2:10][CH2:9]2)=[O:7])=[CH:4][C:3]=1[C:23]([NH:25][CH2:26][C:27]12[CH2:36][CH:31]3[CH2:32][CH:33]([CH2:35][CH:29]([CH2:30]3)[CH2:28]1)[CH2:34]2)=[O:24].Cl>CO.O1CCOCC1>[ClH:1].[Cl:1][C:2]1[CH:22]=[CH:21][C:5]([C:6]([CH:8]2[CH2:9][CH2:10][NH:11][CH2:12][CH2:13]2)=[O:7])=[CH:4][C:3]=1[C:23]([NH:25][CH2:26][C:27]12[CH2:28][CH:29]3[CH2:30][CH:31]([CH2:32][CH:33]([CH2:35]3)[CH2:34]1)[CH2:36]2)=[O:24] |f:4.5|. Procedure details: A solution of 4-[4-chloro-3-[[(tricyclo[3.3.1.13,7]dec-1-ylmethyl)amino]carbonyl]benzoyl]-1-piperidinecarboxylic acid, 1,1-dimethylethyl ester (0.07 g, Example 76a) in methanol (3 ml) was treated with 4N hydrochloric acid solution in dioxane (1 ml). After 14 h the solvents were removed under reduced pressure and the residue was triturated with diethyl ether to give the title compound as a white powder (0.025 g). The reactants are CN(CCNC(CCN1C=2C=CC(=CC2C=2C3=C(C(=CC12)C1=CC=CC=C1)C(NC3=O)=O)OC)=O)C (N-[2-(Dimethylamino)ethyl]-3-(9-methoxy-1,3-dioxo-4-phenyl-2,3-dihydropyrrolo[3,4-c]carbazol-6 (1H)-yl)propanamide), N (ammonia). The solvent is O (water). Yields the product CN(CCNC(CCN1C=2C=CC(=CC2C=2C3=C(C(=CC12)C1=CC=CC=C1)C(NC3=O)=O)O)=O)C (N-[2-(Dimethylamino)ethyl]-3-(9-hydroxy-1,3-dioxo-4-phenyl-2,3-dihydropyrrolo[3,4-c]carbazol-6 (1H)-yl)propanamide). As a reaction SMILES: [CH3:1][N:2]([CH3:36])[CH2:3][CH2:4][NH:5][C:6](=[O:35])[CH2:7][CH2:8][N:9]1[C:21]2[CH:20]=[C:19]([C:22]3[CH:27]=[CH:26][CH:25]=[CH:24][CH:23]=3)[C:18]3[C:28](=[O:32])[NH:29][C:30](=[O:31])[C:17]=3[C:16]=2[C:15]2[CH:14]=[C:13]([O:33]C)[CH:12]=[CH:11][C:10]1=2.N>O>[CH3:36][N:2]([CH3:1])[CH2:3][CH2:4][NH:5][C:6](=[O:35])[CH2:7][CH2:8][N:9]1[C:21]2[CH:20]=[C:19]([C:22]3[CH:27]=[CH:26][CH:25]=[CH:24][CH:23]=3)[C:18]3[C:28](=[O:32])[NH:29][C:30](=[O:31])[C:17]=3[C:16]=2[C:15]2[CH:14]=[C:13]([OH:33])[CH:12]=[CH:11][C:10]1=2. Reported procedure: Reaction of methyl ether (247) (70 mg, 0.14 mmol) prepared as described in example 207 according to the procedure described in example 81, except that the reaction mixture was diluted with water, basified by the addition of concentrated ammonia and extracted with ethyl acetate. The organic layer was dried, the drying agent was removed and the solution was concentrated to dryness. Chromatography on silica eluting with ethyl acetate/methanol/triethylamine (1:0:0 to 3:1:trace). Crystallization from... The reactants are ClC(Cl)(Cl)Cl, CC#N, O=C(c1cc(C(F)(F)F)cc(C(F)(F)F)c1)N1CC2CCC(CO)N2CC1Cc1c[nH]c2ccccc12, c1ccc(P(c2ccccc2)c2ccccc2)cc1. The product is O=C(c1cc(C(F)(F)F)cc(C(F)(F)F)c1)N1CC2CCC(CCl)N2CC1Cc1c[nH]c2ccccc12. As a reaction SMILES: [C:57]([Cl:58])([Cl:59])([Cl:60])[Cl:61].[CH3:62][C:63]#[N:64].[F:1][C:2]([c:3]1[cH:4][c:5]([C:13](=[O:14])[N:15]2[CH2:16][CH:17]3[N:18]([CH2:19][CH:20]2[CH2:21][c:22]2[cH:23][nH:24][c:25]4[cH:26][cH:27][cH:28][cH:29][c:30]24)[CH:31]([CH2:34][OH:35])[CH2:32][CH2:33]3)[cH:6][c:7]([C:9]([F:10])([F:11])[F:12])[cH:8]1)([F:36])[F:37].[c:38]1([P:39]([c:40]2[cH:41][cH:42][cH:43][cH:44][cH:45]2)[c:46]2[cH:47][cH:48][cH:49][cH:50][cH:51]2)[cH:52][cH:53][cH:54][cH:55][cH:56]1>>[F:1][C:2]([c:3]1[cH:4][c:5]([C:13](=[O:14])[N:15]2[CH2:16][CH:17]3[N:18]([CH2:19][CH:20]2[CH2:21][c:22]2[cH:23][nH:24][c:25]4[cH:26][cH:27][cH:28][cH:29][c:30]24)[CH:31]([CH2:34][Cl:58])[CH2:32][CH2:33]3)[cH:6][c:7]([C:9]([F:10])([F:11])[F:12])[cH:8]1)([F:36])[F:37]. Reactants: [OH-].[K+] (KOH), K3-[Fe(CN)6], O1CCOCC1 (1,4-dioxane), [I-].COC1=CC=C2C=CC=[N+](C2=C1)CC=C (7-(Methyloxy)-1-(2-propen-1-yl)quinolinium iodide), [OH-].[K+] (KOH), K3-[Fe(CN)6]. Run in O (water), CCOC(=O)C (EtOAc), O (water). Run at time 0.5 hour. The product is COC1=CC=C2C=CC(N(C2=C1)CC=C)=O (7-(Methyloxy)-1-(2-propen-1-yl)-2(1H)-quinolinone). Yield: 51.0%. As a reaction SMILES: [I-].[CH3:2][O:3][C:4]1[CH:13]=[C:12]2[C:7]([CH:8]=[CH:9][CH:10]=[N+:11]2[CH2:14][CH:15]=[CH2:16])=[CH:6][CH:5]=1.[OH-].[K+].[O:19]1CCOCC1>O.CCOC(C)=O>[CH3:2][O:3][C:4]1[CH:13]=[C:12]2[C:7]([CH:8]=[CH:9][C:10](=[O:19])[N:11]2[CH2:14][CH:15]=[CH2:16])=[CH:6][CH:5]=1 |f:0.1,2.3|. Procedure details: 7-(Methyloxy)-1-(2-propen-1-yl)quinolinium iodide (14.81 g; 45.43 mmol), KOH (11.20 g; 199.89 mmol) and K3-[Fe(CN)6] (32.78 g; 99.95 mmol) were stirred in 1:1 water: 1,4-dioxane (400 ml) at rt under Argon for 1 h. More KOH (1.1 g; 19.9 mmol) and K3-[Fe(CN)6] (3.28 g; 10.0 mmol) were added to the reaction and it was stirred under the same conditions for a further 0.5 h. EtOAc (500 ml) and water (500 ml) was then added. The layers were then separated and the combined organic layers were washed wit... Reactants: CCN(C(C)C)C(C)C, Clc1ccc2c(c1)N(c1ncnc(Cl)n1)CCC2, C=CC(=O)Nc1cccc(N)c1. The product is C=CC(=O)Nc1cccc(Nc2ncnc(N3CCCc4ccc(Cl)cc43)n2)c1. As a reaction SMILES: [CH:19]([N:20]([CH2:21][CH3:22])[CH:23]([CH3:24])[CH3:25])([CH3:26])[CH3:27].[Cl:1][c:2]1[cH:3][cH:4][c:5]2[c:10]([cH:11]1)[N:9]([c:12]1[n:13][cH:14][n:15][c:16]([Cl:18])[n:17]1)[CH2:8][CH2:7][CH2:6]2.[NH2:28][c:29]1[cH:30][c:31]([NH:35][C:36]([CH:37]=[CH2:38])=[O:39])[cH:32][cH:33][cH:34]1>>[Cl:1][c:2]1[cH:3][cH:4][c:5]2[c:10]([cH:11]1)[N:9]([c:12]1[n:13][cH:14][n:15][c:16]([NH:28][c:29]3[cH:30][c:31]([NH:35][C:36]([CH:37]=[CH2:38])=[O:39])[cH:32][cH:33][cH:34]3)[n:17]1)[CH2:8][CH2:7][CH2:6]2. Reactants: BrCCCCC#CC1=NC=CC=C1 (2-(6-bromohex-1-ynyl)pyridine), C1(NN=CC2=CC=CC=C12)=O (phthalazin-1(2H)-one). The product is N1=C(C=CC=C1)C#CCCCCN1C(C2=CC=CC=C2C=N1)=O (2-(6-(Pyridin-2-yl)hex-5-ynyl)phthalazin-1(2H)-one). RXN SMILES: Br[CH2:2][CH2:3][CH2:4][CH2:5][C:6]#[C:7][C:8]1[CH:13]=[CH:12][CH:11]=[CH:10][N:9]=1.[C:14]1(=[O:24])[C:23]2[C:18](=[CH:19][CH:20]=[CH:21][CH:22]=2)[CH:17]=[N:16][NH:15]1>>[N:9]1[CH:10]=[CH:11][CH:12]=[CH:13][C:8]=1[C:7]#[C:6][CH2:5][CH2:4][CH2:3][CH2:2][N:15]1[N:16]=[CH:17][C:18]2[C:23](=[CH:22][CH:21]=[CH:20][CH:19]=2)[C:14]1=[O:24]. Procedure details: The title compound was prepared in accordance with the general method of Example 242(B), from 2-(6-bromohex-1-ynyl)pyridine (138 mg, 0.578 mmol) and phthalazin-1(2H)-one (80 mg, 0.55 mmol).